Dataset: the Open Reaction Database (ORD), a public repository of structured organic reaction records. Task: describe an organic reaction: reactants, conditions, products, and yield The reactants are FC=1C=C(C=CC1OC1=NC=NN2C1=C(C(=C2)CO)C)NC(CC(=O)NC2=CC=C(C=C2)F)=O (N1-(3-Fluoro-4-(6-(hydroxymethyl)-5-methylpyrrolo[2,1-f][1,2,4]triazin-4-yloxy)phenyl)-N3-(4-fluorophenyl)malonamide), CC(=O)OI1(C=2C=CC=CC2C(=O)O1)(OC(=O)C)OC(=O)C (Dess-Martin periodinane). Run in C1CCOC1 (THF). Conditions: time 2 hour. Yields the product FC=1C=C(C=CC1OC1=NC=NN2C1=C(C(=C2)C=O)C)NC(CC(=O)NC2=CC=C(C=C2)F)=O (N1-(3-Fluoro-4-(6-formyl-5-methylpyrrolo[2,1-f][1,2,4]triazin-4-yloxy)phenyl) N3-(4-fluorophenyl)malonamide). Yield: 82.6%. As a reaction SMILES: [F:1][C:2]1[CH:3]=[C:4]([NH:21][C:22](=[O:34])[CH2:23][C:24]([NH:26][C:27]2[CH:32]=[CH:31][C:30]([F:33])=[CH:29][CH:28]=2)=[O:25])[CH:5]=[CH:6][C:7]=1[O:8][C:9]1[C:14]2=[C:15]([CH3:20])[C:16]([CH2:18][OH:19])=[CH:17][N:13]2[N:12]=[CH:11][N:10]=1.CC(OI1(OC(C)=O)(OC(C)=O)OC(=O)C2C=CC=CC1=2)=O>C1COCC1>[F:1][C:2]1[CH:3]=[C:4]([NH:21][C:22](=[O:34])[CH2:23][C:24]([NH:26][C:27]2[CH:28]=[CH:29][C:30]([F:33])=[CH:31][CH:32]=2)=[O:25])[CH:5]=[CH:6][C:7]=1[O:8][C:9]1[C:14]2=[C:15]([CH3:20])[C:16]([CH:18]=[O:19])=[CH:17][N:13]2[N:12]=[CH:11][N:10]=1. Procedure details: To a solution of N1-(3-fluoro-4-(6-(hydroxymethyl)-5-methylpyrrolo[2,1-f][1,2,4]triazin-4-yloxy)phenyl)-N3-(4-fluorophenyl)malonamide (12 mg, 0.026 mmol, Example 41) in 1 mL of THF was added Dess-Martin periodinane (48 mg, 0.11 mmol, Aldrich) at room temperature. The mixture was allowed to stir for 2 h and HPLC analysis indicated total consumption of the starting material. The mixture was filtered through a plug of SiO2, washed with EtOAc. The organic solvent was then removed under reduced press... The reactants are COC(=O)C(CC(C)C)NC(=O)c1ccc(N2CCC(=O)CC2)cc1, CS(=O)(=O)Nc1cc(C(O)CN)ccc1O. Yields the product COC(=O)C(CC(C)C)NC(=O)c1ccc(N2CCC(NCC(O)c3ccc(O)c(NS(C)(=O)=O)c3)CC2)cc1. RXN SMILES: [CH3:1][O:2][C:3]([CH:4]([CH2:5][CH:6]([CH3:7])[CH3:8])[NH:9][C:10]([c:11]1[cH:12][cH:13][c:14]([N:17]2[CH2:18][CH2:19][C:20](=[O:23])[CH2:21][CH2:22]2)[cH:15][cH:16]1)=[O:24])=[O:25].[NH2:26][CH2:27][CH:28]([OH:29])[c:30]1[cH:31][cH:32][c:33]([OH:41])[c:34]([NH:36][S:37](=[O:38])(=[O:39])[CH3:40])[cH:35]1>>[CH3:1][O:2][C:3]([CH:4]([CH2:5][CH:6]([CH3:7])[CH3:8])[NH:9][C:10]([c:11]1[cH:12][cH:13][c:14]([N:17]2[CH2:18][CH2:19][CH:20]([NH:26][CH2:27][CH:28]([OH:29])[c:30]3[cH:31][cH:32][c:33]([OH:41])[c:34]([NH:36][S:37](=[O:38])(=[O:39])[CH3:40])[cH:35]3)[CH2:21][CH2:22]2)[cH:15][cH:16]1)=[O:24])=[O:25].